describe an organic reaction: reactants, conditions, products, and yield From a dataset of the Open Reaction Database (ORD), a public repository of structured organic reaction records. Starting materials: COC1=C(C(=O)NC=2NC(C=CC2[N+](=O)[O-])=O)C=CC(=C1)SC (2-[(2-methoxy-4-methylmercapto-benzoyl)-amino]-3-nitro-1H-pyridin-6-one). The reagents and catalysts are [Pd] (palladium charcoal). Run in C(C)(=O)O (acetic acid), [H][H] (hydrogen). The product is COC1=C(C=CC(=C1)SC)C1=NC=2C(NC(CC2)=O)=N1 (2-(2-Methoxy-4-methylmercapto-phenyl)-4H-imidazo[4,5-b]pyridin-5-one). As a reaction SMILES: [CH3:1][O:2][C:3]1[CH:21]=[C:20]([S:22][CH3:23])[CH:19]=[CH:18][C:4]=1[C:5]([NH:7][C:8]1[NH:9][C:10](=[O:17])[CH:11]=[CH:12][C:13]=1[N+:14]([O-])=O)=O>C(O)(=O)C.[H][H].[Pd]>[CH3:1][O:2][C:3]1[CH:21]=[C:20]([S:22][CH3:23])[CH:19]=[CH:18][C:4]=1[C:5]1[N:7]=[C:8]2[NH:9][C:10](=[O:17])[CH2:11][CH:12]=[C:13]2[N:14]=1. Procedure: An amount of 6.2 gm of 2-[(2-methoxy-4-methylmercapto-benzoyl)-amino]-3-nitro-1H-pyridin-6-one is dissolved in 370 ml of glacial acetic acid and hydrogenated with hydrogen in the presence of 6 gm of 10% palladium charcoal at ambient temperature under 5 bars of pressure (duration of reaction: two hours). The catalyst is filtered off, and the filtrate is refluxed for about 1.5 hours with stirring. Then, about 250 ml of the solvent is evaporated off, and the remaining solution is poured onto ice wa... The reactants are OCCC(OCc1ccccc1)C(OCc1ccccc1)C1SCCCS1, CC(=O)OC(C)=O, [OH]. The product is CC(=O)OCCC(OCc1ccccc1)C(OCc1ccccc1)C1SCCCS1. RXN SMILES: [CH2:2]1[CH2:3][CH2:4][S:5][CH:6]([CH:7]([O:8][CH2:9][c:10]2[cH:11][cH:12][cH:13][cH:14][cH:15]2)[CH:16]([O:17][CH2:18][c:19]2[cH:20][cH:21][cH:22][cH:23][cH:24]2)[CH2:25][CH2:26][OH:27])[S:28]1.[CH3:29][C:30](=[O:31])[O:32][C:33](=[O:34])[CH3:35].[OH:1]>>[CH2:2]1[CH2:3][CH2:4][S:5][CH:6]([CH:7]([O:8][CH2:9][c:10]2[cH:11][cH:12][cH:13][cH:14][cH:15]2)[CH:16]([O:17][CH2:18][c:19]2[cH:20][cH:21][cH:22][cH:23][cH:24]2)[CH2:25][CH2:26][O:27][C:30]([CH3:29])=[O:31])[S:28]1.